From a dataset of the Open Reaction Database (ORD), a public repository of structured organic reaction records. describe an organic reaction: reactants, conditions, products, and yield Starting materials: N1C(C2(C3=CC=CC=C13)COC1=CC3=C(OCCO3)C=C12)=O (2,3-dihydrospiro[furo[2,3-g][1,4]benzodioxine-8,3′-indol]-2′(1′H)-one), BrCCCCC (1-bromopentane), N1C([C@]2(C3=CC=CC=C13)COC1=CC3=C(OCCO3)C=C12)=O ((S)-2,3-dihydrospiro[furo[2,3-g][1,4]benzodioxine-8,3′-indol]-2′(1′H)-one), BrCCCCCC (1-bromohexane). The product is C(CCCCC)N1C(C2(C3=CC=CC=C13)COC1=CC3=C(OCCO3)C=C12)=O (1′-hexyl-2,3-dihydrospiro[furo[2,3-g][1,4]benzodioxine-8,3′-indol]-2′(1′H)-one). As a reaction SMILES: [NH:1]1[C:9]2[C:4](=[CH:5][CH:6]=[CH:7][CH:8]=2)[C:3]2([C:21]3[C:12](=[CH:13][C:14]4[O:19][CH2:18][CH2:17][O:16][C:15]=4[CH:20]=3)[O:11][CH2:10]2)[C:2]1=[O:22].N1C2[C:26](=[CH:27][CH:28]=CC=2)[C@@:25]2([C:43]3C(=CC4OCCOC=4[CH:42]=3)OC2)C1=O.BrCCCCCC.BrCCCCC>>[CH2:42]([N:1]1[C:9]2[C:4](=[CH:5][CH:6]=[CH:7][CH:8]=2)[C:3]2([C:21]3[C:12](=[CH:13][C:14]4[O:19][CH2:18][CH2:17][O:16][C:15]=4[CH:20]=3)[O:11][CH2:10]2)[C:2]1=[O:22])[CH2:43][CH2:25][CH2:26][CH2:27][CH3:28]. Procedure details: Following the procedure as described in EXAMPLE 7.3 and making non-critical variations using 2,3-dihydrospiro[furo[2,3-g][1,4]benzodioxine-8,3′-indol]-2′(1′H)-one to replace (S)-2,3-dihydrospiro[furo[2,3-g][1,4]benzodioxine-8,3′-indol]-2′(1′H)-one, and 1-bromohexane to replace 1-bromopentane, 1′-hexyl-2,3-dihydrospiro[furo[2,3-g][1,4]benzodioxine-8,3′-indol]-2′(1′H)-one was obtained (83%) as a colorless solid: 1H NMR (300 MHz, CDCl3) δ 7.25-7.29 (dt, J=7.74, 7.71, 1.05 Hz, 1H), 7.13 (d, J=7.4 Hz... The reactants are OC(C#CC1=CC=C(C(=O)OC)C=C1)C1=C(C=C(C(=C1)C12CC3CC(CC(C1)C3)C2)OCOCCOC)OCOCCOC (methyl 4-[3-hydroxy-3-[5-(1-adamantyl)-2,4-di(methoxyethoxymethoxy)phenyl]-1-propynyl]benzoate), [OH-].[Li+] (lithium hydroxide). Solvent: C1CCOC1 (THF). The product is OC(C#CC1=CC=C(C(=O)O)C=C1)C1=C(C=C(C(=C1)C12CC3CC(CC(C1)C3)C2)OCOCCOC)OCOCCOC (4-[3-hydroxy-3-[5-(1-adamantyl)-2,4-di(methoxyethoxymethoxy)-phenyl]-1-propynyl]benzoic acid). As a reaction SMILES: [OH:1][CH:2]([C:15]1[CH:20]=[C:19]([C:21]23[CH2:30][CH:25]4[CH2:26][CH:27]([CH2:29][CH:23]([CH2:24]4)[CH2:22]2)[CH2:28]3)[C:18]([O:31][CH2:32][O:33][CH2:34][CH2:35][O:36][CH3:37])=[CH:17][C:16]=1[O:38][CH2:39][O:40][CH2:41][CH2:42][O:43][CH3:44])[C:3]#[C:4][C:5]1[CH:14]=[CH:13][C:8]([C:9]([O:11]C)=[O:10])=[CH:7][CH:6]=1.[OH-].[Li+]>C1COCC1>[OH:1][CH:2]([C:15]1[CH:20]=[C:19]([C:21]23[CH2:30][CH:25]4[CH2:26][CH:27]([CH2:29][CH:23]([CH2:24]4)[CH2:22]2)[CH2:28]3)[C:18]([O:31][CH2:32][O:33][CH2:34][CH2:35][O:36][CH3:37])=[CH:17][C:16]=1[O:38][CH2:39][O:40][CH2:41][CH2:42][O:43][CH3:44])[C:3]#[C:4][C:5]1[CH:6]=[CH:7][C:8]([C:9]([OH:11])=[O:10])=[CH:13][CH:14]=1 |f:1.2|. Procedure details: 800 mg (1.3 mmol) of the above methyl ester (e), 340 mg (7.8 mmol) of lithium hydroxide and 50 ml of THF were introduced into a round-bottomed flask and the mixture was heated at reflux for twelve hours. It was evaporated to dryness, the residue was taken up in water, acidified to pH 1 and extracted with ethyl ether. The organic phase was separated out after settling had taken place, dried over magnesium sulfate and evaporated. The residue obtained was purified by chromatography on a column of s... Starting materials: B(Br)(Br)Br (boron tribromide), NC1=NC=NC(=C1C=1C=C(C=NC1)NC(C1=CC(=CC=C1)OC)=O)N[C@@H](C)C1=NN2C(C(N1C1=CC=CC=C1)=O)=C(C=C2)C ((S)—N-(5-(4-Amino-6-((1-(5-methyl-4-oxo-3-phenyl-3,4-dihydropyrrolo[2,1-f][1,2,4]triazin-2-yl)ethyl)amino)pyrimidin-5-yl)pyridin-3-yl)-3-methoxybenzamide), B(Br)(Br)Br (boron tribromide). Solvent: ClCCl (dichloromethane), ClCCl (dichloromethane). Reaction conditions: time 8 hour. Product: NC1=NC=NC(=C1C=1C=C(C=NC1)NC(C1=CC(=CC=C1)O)=O)N[C@@H](C)C1=NN2C(C(N1C1=CC=CC=C1)=O)=C(C=C2)C ((S)—N-(5-(4-Amino-6-((1-(5-methyl-4-oxo-3-phenyl-3,4-dihydropyrrolo[2,1-f][1,2,4]triazin-2-yl)ethyl)amino)pyrimidin-5-yl)pyridin-3-yl)-3-hydroxybenzamide). The yield is 49.0%. Reaction SMILES: [NH2:1][C:2]1[C:7]([C:8]2[CH:9]=[C:10]([NH:14][C:15](=[O:24])[C:16]3[CH:21]=[CH:20][CH:19]=[C:18]([O:22]C)[CH:17]=3)[CH:11]=[N:12][CH:13]=2)=[C:6]([NH:25][C@H:26]([C:28]2[N:33]([C:34]3[CH:39]=[CH:38][CH:37]=[CH:36][CH:35]=3)[C:32](=[O:40])[C:31]3=[C:41]([CH3:44])[CH:42]=[CH:43][N:30]3[N:29]=2)[CH3:27])[N:5]=[CH:4][N:3]=1.B(Br)(Br)Br>ClCCl>[NH2:1][C:2]1[C:7]([C:8]2[CH:9]=[C:10]([NH:14][C:15](=[O:24])[C:16]3[CH:21]=[CH:20][CH:19]=[C:18]([OH:22])[CH:17]=3)[CH:11]=[N:12][CH:13]=2)=[C:6]([NH:25][C@H:26]([C:28]2[N:33]([C:34]3[CH:39]=[CH:38][CH:37]=[CH:36][CH:35]=3)[C:32](=[O:40])[C:31]3=[C:41]([CH3:44])[CH:42]=[CH:43][N:30]3[N:29]=2)[CH3:27])[N:5]=[CH:4][N:3]=1. Procedure: (S)—N-(5-(4-Amino-6-((1-(5-methyl-4-oxo-3-phenyl-3,4-dihydropyrrolo[2,1-f][1,2,4]triazin-2-yl)ethyl)amino)pyrimidin-5-yl)pyridin-3-yl)-3-methoxybenzamide (95 mg, 0.16 mmol) was dissolved in dichloromethane (3 ml). A solution of boron tribromide (1M in dichloromethane, 480 μl, 0.48 mmol) was added dropwise and the reaction was stirred at room temperature overnight. More solution of boron tribromide (1M in dichloromethane, 240 μL, 0.24 mmol) was added and the reaction was stirred at room temperatu...